Dataset: the Open Reaction Database (ORD), a public repository of structured organic reaction records. Task: describe an organic reaction: reactants, conditions, products, and yield Reactants: C(N)(=O)C=1N=C2N(CCOC3=C2C=C(C(=C3)F)C#CC(C)(C)O)C1C(=O)O (2-Carbamoyl-9-fluoro-10-(3-hydroxy-3-methyl-but-1-ynyl)-5,6-dihydroimidazo[1,2-d][1,4]benzoxazepine-3-carboxylic acid), O1CCC(CC1)CN (1-tetrahydro-2H-pyran-4-ylmethanamine). Yields the product FC1=CC2=C(C=3N(CCO2)C(=C(N3)C(=O)N)C(=O)NCC3CCOCC3)C=C1C#CC(C)(C)O (9-fluoro-10-(3-hydroxy-3-methyl-but-1-ynyl)-N3-(tetrahydropyran-4-ylmethyl)-5,6-dihydroimidazo[1,2-d][1,4]benzoxazepine-2,3-dicarboxamide). RXN SMILES: [C:1]([C:4]1[N:5]=[C:6]2[C:12]3[CH:13]=[C:14]([C:18]#[C:19][C:20]([OH:23])([CH3:22])[CH3:21])[C:15]([F:17])=[CH:16][C:11]=3[O:10][CH2:9][CH2:8][N:7]2[C:24]=1[C:25]([OH:27])=O)(=[O:3])[NH2:2].[O:28]1[CH2:33][CH2:32][CH:31]([CH2:34][NH2:35])[CH2:30][CH2:29]1>>[F:17][C:15]1[C:14]([C:18]#[C:19][C:20]([OH:23])([CH3:21])[CH3:22])=[CH:13][C:12]2[C:6]3[N:7]([C:24]([C:25]([NH:35][CH2:34][CH:31]4[CH2:32][CH2:33][O:28][CH2:29][CH2:30]4)=[O:27])=[C:4]([C:1]([NH2:2])=[O:3])[N:5]=3)[CH2:8][CH2:9][O:10][C:11]=2[CH:16]=1. Reported procedure: 2-Carbamoyl-9-fluoro-10-(3-hydroxy-3-methyl-but-1-ynyl)-5,6-dihydroimidazo[1,2-d][1,4]benzoxazepine-3-carboxylic acid (0.05 g) was reacted with 1-tetrahydro-2H-pyran-4-ylmethanamine similar to as described in Example 2 to afford 6 mg of 9-fluoro-10-(3-hydroxy-3-methyl-but-1-ynyl)-N3-(tetrahydropyran-4-ylmethyl)-5,6-dihydroimidazo[1,2-d][1,4]benzoxazepine-2,3-dicarboxamide following reverse phase hplc purification. MS (Q1) 471 (M)+. NMR (400 MHz, DMSO) δ 11.30 (t, J=5.4 Hz, 1H), 8.60 (d, J=8.4 Hz... Starting materials: Br, ClBr, O=C(Cl)c1ccccc1, Cl, [Fe]. Yields the product O=C(Cl)c1cccc(Br)c1. RXN SMILES: [Br:12].[Br:1][Cl:2].[C:3]([c:4]1[cH:5][cH:6][cH:7][cH:8][cH:9]1)(=[O:10])[Cl:11].[Cl:13].[Fe:14]>>[Br:1][c:6]1[cH:5][c:4]([C:3](=[O:10])[Cl:11])[cH:9][cH:8][cH:7]1. Starting materials: N1=CC=C(C=C1)C=1C=CC(NC1)=O (5-(4-pyridinyl)-2(1H)-pyridinone), C=O (formaldehyde). Product: OCC=1C(NC=C(C1)C1=CC=NC=C1)=O (3-hydroxymethyl-5-(4-pyridinyl)-2(1H)-pyridinone). Reaction SMILES: [N:1]1[CH:6]=[CH:5][C:4]([C:7]2[CH:8]=[CH:9][C:10](=[O:13])[NH:11][CH:12]=2)=[CH:3][CH:2]=1.[CH2:14]=[O:15]>>[OH:15][CH2:14][C:9]1[C:10](=[O:13])[NH:11][CH:12]=[C:7]([C:4]2[CH:5]=[CH:6][N:1]=[CH:2][CH:3]=2)[CH:8]=1. Reported procedure: The reaction of 5-(4-pyridinyl)-2(1H)-pyridinone with excess formaldehyde at an acidic pH to produce 3-hydroxymethyl-5-(4-pyridinyl)-2(1H)-pyridinone is carried out by heating the reactants at about 75° to 125° C. It is preferably run using an acidic pH of about 2.0 to 5.0, a large molar excess of formaldehyde and a reaction temperature of about 90° to 110° C. The quantity of formaldehyde can vary widely provided it is in excess of said 5-(4-pyridinyl)-2(1H)-pyridinone. In practice, a large exce...